From a dataset of the Open Reaction Database (ORD), a public repository of structured organic reaction records. describe an organic reaction: reactants, conditions, products, and yield Product: CC1=C(N=C(O1)C=1C=C(C=CC1)C)CO[C@@H]1CC(CCC1)O[C@H](C)O ((1R,3S)-[3-(5-Methyl-2-m-tolyloxazol-4-ylmethoxy)cyclohexyloxy]ethanol). RXN SMILES: [CH3:1][C:2]1[O:6][C:5]([C:7]2[CH:8]=[C:9]([CH3:13])[CH:10]=[CH:11][CH:12]=2)=[N:4][C:3]=1[CH2:14][O:15][C@H:16]1[CH2:21][CH2:20][CH2:19][C@@H:18]([O:22][CH2:23][CH:24]=O)[CH2:17]1.[BH4-].[Na+].C[OH:29]>>[CH3:1][C:2]1[O:6][C:5]([C:7]2[CH:8]=[C:9]([CH3:13])[CH:10]=[CH:11][CH:12]=2)=[N:4][C:3]=1[CH2:14][O:15][C@H:16]1[CH2:21][CH2:20][CH2:19][CH:18]([O:22][C@@H:23]([OH:29])[CH3:24])[CH2:17]1 |f:1.2|. Reaction conditions: time 1.5 hour. The reactants are C20H25NO4, [BH4-].[Na+] (sodium borohydride), CO (methanol), CC1=C(N=C(O1)C=1C=C(C=CC1)C)CO[C@@H]1C[C@@H](CCC1)OCC=O ((1R,3S)-[3-(5-Methyl-2-m-tolyloxazol-4-ylmethoxy)cyclohexyloxy]acetaldehyde), crude product. Procedure: 2.3 g of 4-((1R,3S)-3-(allyloxycyclohexyloxymethyl)-5-methyl-2-m-tolyloxazole are dissolved in 65 ml of methyl tert-butyl ether and, at 0° C., 65 ml of water, 4.4 g of sodium metaperiodate and 3.3 ml of a 2.5% strength solution of osmium tetroxide in tert-butanol are added. After 20 min, the mixture is slowly warmed to 40° C. After 2 h, a further 700 mg of sodium metaperiodate were added and the mixture was stirred at 45° C. for 2 h. 140 ml of sat. sodium thiosulfate solution were added and the ...